Task: describe an organic reaction: reactants, conditions, products, and yield. Dataset: the Open Reaction Database (ORD), a public repository of structured organic reaction records The reactants are C1CCOC1, CNC, [Cl-], [Cl-], Cl, [Mg+2], O, COC(=O)c1ccc(C(=O)OC)nc1. Yields the product COC(=O)c1ccc(C(=O)N(C)C)nc1. RXN SMILES: [CH2:22]1[O:23][CH2:24][CH2:25][CH2:26]1.[CH3:18][NH:19][CH3:20].[Cl-:15].[Cl-:17].[ClH:21].[Mg+2:16].[OH2:27].[n:1]1[c:2]([C:11]([O:13][CH3:12])=[O:14])[cH:3][cH:4][c:5]([C:7](=[O:8])[O:9][CH3:10])[cH:6]1>>[n:1]1[c:2]([C:11](=[O:13])[N:19]([CH3:18])[CH3:20])[cH:3][cH:4][c:5]([C:7](=[O:8])[O:9][CH3:10])[cH:6]1. Starting materials: CSc1nc(O)cc(Cl)n1, FC(F)Cl, [K+], C1COCCOCCOCCOCCOCCO1, C1COCCO1, [OH-], O. The product is CSc1nc(Cl)cc(OC(F)F)n1. Reaction SMILES: [Cl:1][c:2]1[n:3][c:4]([S:9][CH3:10])[n:5][c:6]([OH:8])[cH:7]1.[Cl:30][CH:31]([F:32])[F:33].[K+:35].[O:12]1[CH2:13][CH2:14][O:15][CH2:16][CH2:17][O:18][CH2:19][CH2:20][O:21][CH2:22][CH2:23][O:24][CH2:25][CH2:26][O:27][CH2:28][CH2:29]1.[O:36]1[CH2:37][CH2:38][O:39][CH2:40][CH2:41]1.[OH-:34].[OH2:11]>>[Cl:1][c:2]1[n:3][c:4]([S:9][CH3:10])[n:5][c:6]([O:8][CH:31]([F:32])[F:33])[cH:7]1. The reactants are ClC1=C(C=CC(=C1Cl)Cl)C(C)S(=O)(=O)O ((-)-1-(2,3,4-Trichlorophenyl)ethanesulfonic acid), Cl.NCC(CC(=O)O)S (racemic 4-amino-3-mercaptobutyric acid hydrochloride). Solvent: O (water), O (water). Yields the product ClC1=C(C=CC(=C1Cl)Cl)C(C)S(=O)(=O)O.NC[C@@H](CC(=O)O)S ((3R)-4-amino--3-mercaptobutyric acid (-)-1-(2,3,4-trichlorophenyl)ethanesulfonate). The yield is 81.5%. Reaction SMILES: [Cl:1][C:2]1[C:7]([Cl:8])=[C:6]([Cl:9])[CH:5]=[CH:4][C:3]=1[CH:10]([S:12]([OH:15])(=[O:14])=[O:13])[CH3:11].Cl.[NH2:17][CH2:18][CH:19]([SH:24])[CH2:20][C:21]([OH:23])=[O:22]>O>[Cl:1][C:2]1[C:7]([Cl:8])=[C:6]([Cl:9])[CH:5]=[CH:4][C:3]=1[CH:10]([S:12]([OH:15])(=[O:14])=[O:13])[CH3:11].[NH2:17][CH2:18][C@H:19]([SH:24])[CH2:20][C:21]([OH:23])=[O:22] |f:1.2,4.5|. Reported procedure: (-)-1-(2,3,4-Trichlorophenyl)ethanesulfonic acid (3.18 g) is dissolved in water (17.4 ml), and thereto is added aqueous solution of racemic 4-amino-3-mercaptobutyric acid hydrochloride (3.77 g)in water (24.6 ml). The mixture is dissolved at 70° C.-80° C., and allowed to cool. After cooling, the mixture is stirred under ice-cooling for one hour, and the precipitated crystals are collected by filtration, washed, and dried to give (3R)-4-amino--3-mercaptobutyric acid (-)-1-(2,3,4-trichlorophenyl)et... Reactants: 8-amino-2-(dinpropylamino)tetralin, solution, [Li]C=1C=CC=C2CCC(CC12)N(CCC)CCC (8-lithio-2-(di-n-propylamino)tetralin), [Li]C (MeLi), CCOCC (ether), O(C)N (methoxylamine). Run in CCCCCC (hexane). Conditions: temperature -15 celsius. Product: NC=1C=CC=C2CCC(CC12)N(CCC)CCC (8-Amino-2-(di-n-propylamino)tetralin). Reaction SMILES: [Li]C.CCOCC.O([NH2:10])C.[Li][C:12]1[CH:13]=[CH:14][CH:15]=[C:16]2[C:21]=1[CH2:20][CH:19]([N:22]([CH2:26][CH2:27][CH3:28])[CH2:23][CH2:24][CH3:25])[CH2:18][CH2:17]2>CCCCCC>[NH2:10][C:12]1[CH:13]=[CH:14][CH:15]=[C:16]2[C:21]=1[CH2:20][CH:19]([N:22]([CH2:26][CH2:27][CH3:28])[CH2:23][CH2:24][CH3:25])[CH2:18][CH2:17]2. Procedure details: A stirred solution (9.2 ml) of 0.92M MeLi in ether (8.5 mmol) of methoxylamine in hexane (9 ml) was added dropwise (1 drop/s) followed by 2.6 ml (4.3 mmol) of a 1.55M solution of 5, 6, 7 or 8-lithio-2-(di-n-propylamino)tetralin (prepared from 5, 6, 7 or 8-bromo-2-(di-n-propylamino)tetralin and n-BuLi). The mixture was warmed to -15° C. for 2 hr and quenched with water (0.5 ml). Workup of the resulting mixture afforded the desired 5, 6, 7 or 8-amino-2-(dinpropylamino)tetralin. RXN SMILES: [OH:1][C:2]1[CH:3]=[C:4]2[C:8](=[CH:9][CH:10]=1)[NH:7][CH:6]=[CH:5]2.[CH2:11](Br)[CH:12]=[CH2:13].C([O-])([O-])=O.[Cs+].[Cs+]>CN(C=O)C.O>[CH2:13]([O:1][C:2]1[CH:3]=[C:4]2[C:8](=[CH:9][CH:10]=1)[NH:7][CH:6]=[CH:5]2)[CH:12]=[CH2:11] |f:2.3.4|. Product: C(C=C)OC=1C=C2C=CNC2=CC1 (5-(allyloxy)-1H-indole). Reagents/catalysts: O (water). The yield is 78.9%. Procedure: 5-Hydroxy-1H-indole (500 mg, 3.76 mmol) and allyl bromide (499.7 mg, 4.13 mmol) were dissolved in DMF (15 mL), then Cs2CO3 (1.468 g, 4.51 mmol), and water (6 drops) were added. The reaction mixture was stirred at rt for 12 h, after which it was concentrated under reduced pressure, diluted with water, and the aqueous layer was extracted with EtOAc (2×). The combined organic phases were dried over Na2SO4, filtered, and concentrated under reduced pressure. Purification by silica gel flash chromatog... Conditions: time 12 hour. Solvent: CN(C)C=O (DMF). Reactants: OC=1C=C2C=CNC2=CC1 (5-Hydroxy-1H-indole), C(C=C)Br (allyl bromide), C(=O)([O-])[O-].[Cs+].[Cs+] (Cs2CO3).